From a dataset of the Open Reaction Database (ORD), a public repository of structured organic reaction records. describe an organic reaction: reactants, conditions, products, and yield The reactants are FC(C1=C(C(=O)Cl)C=CC=C1)(F)F (2-(Trifluoromethyl)benzoyl chloride), CN (methylamine). The solvent is C(Cl)(Cl)Cl (chloroform). The product is CNC(C1=C(C=CC=C1)C(F)(F)F)=O (N-methyl-2-(trifluoromethyl)benzamide). RXN SMILES: [F:1][C:2]([F:13])([F:12])[C:3]1[CH:11]=[CH:10][CH:9]=[CH:8][C:4]=1[C:5](Cl)=[O:6].[CH3:14][NH2:15]>C(Cl)(Cl)Cl>[CH3:14][NH:15][C:5](=[O:6])[C:4]1[CH:8]=[CH:9][CH:10]=[CH:11][C:3]=1[C:2]([F:13])([F:12])[F:1]. Procedure details: 2-(Trifluoromethyl)benzoyl chloride and methylamine (2M, THF solution) were reacted in chloroform at room temperature to obtain N-methyl-2-(trifluoromethyl)benzamide. Reactants: FC(C1=CC=C2SC=3C=CC=C(C3NC2=C1)C(=O)N=C=S)(F)F (8-trifluoromethylphenothiazine-1-carboxylic acid isothiocyanate), C1(=CC=CC=C1)OC1=CC=CC=C1 (diphenyl ether). The solvent is C1(=CC=CC=C1)C (toluene). Yields the product FC(C1=CC=2N3C4=C(C=CC=C4SC2C=C1)C(NC3=S)=O)(F)F (10-Trifluoromethyl-1H-pyrimido[5,4,3-kl]phenothiazine-3-one-1(2H)-thione). As a reaction SMILES: [F:1][C:2]([F:23])([F:22])[C:3]1[CH:16]=[C:15]2[C:6]([S:7][C:8]3[CH:9]=[CH:10][CH:11]=[C:12]([C:17]([N:19]=[C:20]=[S:21])=[O:18])[C:13]=3[NH:14]2)=[CH:5][CH:4]=1.C1(OC2C=CC=CC=2)C=CC=CC=1>C1(C)C=CC=CC=1>[F:23][C:2]([F:1])([F:22])[C:3]1[CH:4]=[CH:5][C:6]2[S:7][C:8]3[C:13]4=[C:12]([C:17](=[O:18])[NH:19][C:20](=[S:21])[N:14]4[C:15]=2[CH:16]=1)[CH:11]=[CH:10][CH:9]=3. Procedure details: A slurry of 53.7 g. (0.168 mol.) of 8-trifluoromethylphenothiazine-1-carboxylic acid isothiocyanate in 30 ml. of diphenyl ether was heated in an oil bath at 210° for one hour. The reaction mixture first became a homogenous liquid and then turned into a solid mass. The cooled reaction mixture was refluxed for several minutes in 100 ml. of toluene, cooled to ambient temperature, and the insoluble material was collected by filtration and washed with several small portions of toluene to give the tit... Starting materials: ClC=1C=NC(=C(C(=O)O)C1)OC (5-chloro-2-methoxynicotinic acid), ClC=1C=NC(=C(C(=O)NCCC2=CC=C(C=C2)CC(=O)O)C1)OC (4-[2-(5-chloro-2-methoxynicotinoylamino)-ethyl]-phenylacetic acid). Product: COC1=C(C(=O)NCCC2=CC=C(C=C2)CC(=O)O)C=CC=N1 (4-[2-(2-Methoxynicotinoylamino)-ethyl]-phenylacetic acid). As a reaction SMILES: ClC1C=NC(OC)=C(C=1)C(O)=O.Cl[C:14]1[CH:15]=[N:16][C:17]([O:35][CH3:36])=[C:18]([CH:34]=1)[C:19]([NH:21][CH2:22][CH2:23][C:24]1[CH:29]=[CH:28][C:27]([CH2:30][C:31]([OH:33])=[O:32])=[CH:26][CH:25]=1)=[O:20]>>[CH3:36][O:35][C:17]1[N:16]=[CH:15][CH:14]=[CH:34][C:18]=1[C:19]([NH:21][CH2:22][CH2:23][C:24]1[CH:29]=[CH:28][C:27]([CH2:30][C:31]([OH:33])=[O:32])=[CH:26][CH:25]=1)=[O:20]. Procedure: with 5-chloro-2-methoxynicotinic acid, via ethyl 4-[2-(5-chloro-2-methoxynicotinoylamino)-ethyl]-phenylacetae (oil), 4-[2-(5-chloro-2-methoxynicotinoylamino)-ethyl]-phenylacetic acid; m.p. 157°-158° C., after recrystallization from ethanol. The reactants are P(=O)(Cl)(Cl)Cl (Phosphorus oxychloride), CON=C(C(=O)O)C=1N=C(SC1)NC=O (2-methoxyimino-2-(2-formamido-1,3-thiazol-4-yl)acetic acid), C[Si](C)(C)CC(=O)N (trimethylsilylacetamide), NC1[C@@H]2N(C(=C(CS2)CSC2=NN=NN2CC(=O)O)C(=O)O)C1=O (7-amino-3-(1-carboxymethyl-1H-tetrazol-5-yl)thiomethyl-3-cephem-4-carboxylic acid). Run in C(C)(=O)OCC (ethyl acetate), CN(C=O)C (dimethylformamide), C(C)(=O)OCC (ethyl acetate), C(C)(=O)OCC (ethyl acetate), C(C)(=O)OCC (ethyl acetate), O (Water). Conditions: temperature 40 celsius, time 30 minute. Product: CON=C(C(=O)NC1[C@@H]2N(C(=C(CS2)CSC2=NN=NN2CC(=O)O)C(=O)O)C1=O)C=1N=C(SC1)NC=O (7-[2-methoxyimino-2-(2-formamido-1,3-thiazol-4-yl)acetamido]-3-(1-carboxymethyl-1H-tetrazol-5-yl)thiomethyl-3-cephem-4-carboxylic acid). Isolated yield 77.7%. As a reaction SMILES: P(Cl)(Cl)(Cl)=O.[CH3:6][O:7][N:8]=[C:9]([C:13]1[N:14]=[C:15]([NH:18][CH:19]=[O:20])[S:16][CH:17]=1)[C:10]([OH:12])=O.C[Si](CC(N)=O)(C)C.[NH2:29][CH:30]1[C:51](=[O:52])[N:32]2[C:33]([C:48]([OH:50])=[O:49])=[C:34]([CH2:37][S:38][C:39]3[N:43]([CH2:44][C:45]([OH:47])=[O:46])[N:42]=[N:41][N:40]=3)[CH2:35][S:36][C@H:31]12>C(OCC)(=O)C.O.CN(C)C=O>[CH3:6][O:7][N:8]=[C:9]([C:13]1[N:14]=[C:15]([NH:18][CH:19]=[O:20])[S:16][CH:17]=1)[C:10]([NH:29][CH:30]1[C:51](=[O:52])[N:32]2[C:33]([C:48]([OH:50])=[O:49])=[C:34]([CH2:37][S:38][C:39]3[N:43]([CH2:44][C:45]([OH:47])=[O:46])[N:42]=[N:41][N:40]=3)[CH2:35][S:36][C@H:31]12)=[O:12]. Reported procedure: Phosphorus oxychloride (1.01 g.) was added under ice-cooling to dry dimethylformamide (0.48 g.) and the mixture was stirred for 30 minutes at 40° C. Dry ethyl acetate (20 ml.) was added thereto and to the suspension was added at 0° to 5° C. 2-methoxyimino-2-(2-formamido-1,3-thiazol-4-yl)acetic acid (syn isomer) (1.26 g.), after which the resulting mixture was vigorously stirred for 30 minutes at the same temperature to give clear yellow solution. On the other hand, trimethylsilylacetamide (6.6 g... Starting materials: Cl.Cl.O=C1N(CCN(C1)C1CCNCC1)CC(=O)C1=CC=C(OCC(=O)OCCCC)C=C1 (n-butyl 4-[[2-oxo-4-(piperidin-4-yl)-piperazin-1-yl]acetyl]phenoxyacetate dihydrochloride), O (water), CN(C)C1=CC=CC2=C1C(=CC=C2)N(C)C (proton sponge), ClC(=O)OC(C)Cl (1-chloroethyl chloroformate). Run in C(Cl)Cl (methylene chloride). Run at temperature 0 celsius. The product is ClC(C)OC(=O)N1CCC(CC1)N1CC(N(CC1)CC(=O)C1=CC=C(OCC(=O)OCCCC)C=C1)=O (n-butyl 4-[[4-[1-(1-chloroethyl)oxycarbonylpiperidin-4-yl]-2-oxopiperazin-1-yl]acetyl]phenoxyacetate). Reaction SMILES: Cl.Cl.[O:3]=[C:4]1[CH2:9][N:8]([CH:10]2[CH2:15][CH2:14][NH:13][CH2:12][CH2:11]2)[CH2:7][CH2:6][N:5]1[CH2:16][C:17]([C:19]1[CH:33]=[CH:32][C:22]([O:23][CH2:24][C:25]([O:27][CH2:28][CH2:29][CH2:30][CH3:31])=[O:26])=[CH:21][CH:20]=1)=[O:18].CN(C1C2C(N(C)C)=CC=CC=2C=CC=1)C.Cl[C:51]([O:53][CH:54]([Cl:56])[CH3:55])=[O:52].O>C(Cl)Cl>[Cl:56][CH:54]([O:53][C:51]([N:13]1[CH2:12][CH2:11][CH:10]([N:8]2[CH2:7][CH2:6][N:5]([CH2:16][C:17]([C:19]3[CH:33]=[CH:32][C:22]([O:23][CH2:24][C:25]([O:27][CH2:28][CH2:29][CH2:30][CH3:31])=[O:26])=[CH:21][CH:20]=3)=[O:18])[C:4](=[O:3])[CH2:9]2)[CH2:15][CH2:14]1)=[O:52])[CH3:55] |f:0.1.2|. Reported procedure: To a suspension of 99.6 mg of n-butyl 4-[[2-oxo-4-(piperidin-4-yl)-piperazin-1-yl]acetyl]phenoxyacetate dihydrochloride synthesized according to the method described in WO962503 in 2 ml of methylene chloride were added 151 mg of proton sponge and 26 μl of 1-chloroethyl chloroformate with stirring at 0° C., and the mixture was stirred at room temperature for 18 hours. The reaction mixture thus obtained was poured into 2 ml of water, and extracted three times with 4 ml of ethyl acetate. The organi... Reactants: CC(C)(C)O, CC(Cl)Cl, O=C=NC(=O)CCCl. Yields the product CC(C)(C)OC(=O)NC(=O)CCCl. As a reaction SMILES: [C:9]([CH3:10])([CH3:11])([CH3:12])[OH:13].[Cl:14][CH:15]([Cl:16])[CH3:17].[Cl:1][CH2:2][CH2:3][C:4](=[O:5])[N:6]=[C:7]=[O:8]>>[Cl:1][CH2:2][CH2:3][C:4](=[O:5])[NH:6][C:7](=[O:8])[O:13][C:9]([CH3:10])([CH3:11])[CH3:12]. Starting materials: CC1(C(CC1=O)=O)C1=CC=CC=C1 (2-methyl-2-phenyl-cyclobutane-1,3-dione), CC=1C2=C(SC1C(O)C1=CC=CC=C1)C=CC=C2 ((3-methyl-benzo[b]thiophen-2-yl)-phenyl-methanol). The product is OC1=C(C(C1(C1=CC=CC=C1)C)=O)C(C1=CC=CC=C1)C1=C(C2=C(S1)C=CC=C2)C (3-Hydroxy-4-methyl-2-[(3-methyl-benzo[b]thiophen-2-yl)-phenyl-methyl]-4-phenyl-cyclobut-2-enone). RXN SMILES: [CH3:1][C:2]1([C:8]2[CH:13]=[CH:12][CH:11]=[CH:10][CH:9]=2)[C:5](=[O:6])[CH2:4][C:3]1=[O:7].[CH3:14][C:15]1[C:16]2[CH:31]=[CH:30][CH:29]=[CH:28][C:17]=2[S:18][C:19]=1[CH:20]([C:22]1[CH:27]=[CH:26][CH:25]=[CH:24][CH:23]=1)O>>[OH:6][C:5]1[C:2]([CH3:1])([C:8]2[CH:13]=[CH:12][CH:11]=[CH:10][CH:9]=2)[C:3](=[O:7])[C:4]=1[CH:20]([C:19]1[S:18][C:17]2[CH:28]=[CH:29][CH:30]=[CH:31][C:16]=2[C:15]=1[CH3:14])[C:22]1[CH:23]=[CH:24][CH:25]=[CH:26][CH:27]=1. Procedure details: Using general procedure D, 2-methyl-2-phenyl-cyclobutane-1,3-dione (Lit. 1) was reacted with (3-methyl-benzo[b]thiophen-2-yl)-phenyl-methanol to give the title compound as a colorless solid. MS: 409.5 ([M−H]−).